Dataset: the Open Reaction Database (ORD), a public repository of structured organic reaction records. Task: describe an organic reaction: reactants, conditions, products, and yield Starting materials: NCCC(OCC)OCC (1-amino-3,3-diethoxypropane), C(C1=CC=CC=C1)OC(=O)N[C@@H](CC(=O)O)C(=O)O (benzyloxycarbonyl-L-aspartic acid), Cl.CN(CCCN=C=NCC)C (1-(3-dimethylaminopropyl)-3-ethylcarbodiimide hydrochloride), 1-benzyl ester, OC1=CC=CC=2NN=NC21 (hydroxybenzotriazole), C(C)(C)N(C(C)C)CC (N,N-diisopropylethylamine). Run in O1CCCC1 (tetrahydrofuran). Yields the product C(C1=CC=CC=C1)OC(=O)N[C@@H](CC(=O)OCC1=CC=CC=C1)C(=O)NCCC(OCC)OCC (benzyl (3S)-3-{[(benzyloxy)carbonyl]amino}-4-[(3,3-diethoxypropyl)amino]-4-oxobutanoate). Yield: 100.0%. As a reaction SMILES: [CH2:1]([O:8][C:9]([NH:11][C@H:12]([C:17]([OH:19])=O)[CH2:13][C:14]([OH:16])=[O:15])=[O:10])[C:2]1[CH:7]=[CH:6][CH:5]=[CH:4][CH:3]=1.O[C:21]1[C:29]2N=NN[C:25]=2[CH:24]=[CH:23][CH:22]=1.Cl.[CH3:31]N(C)CCCN=C=NCC.[NH2:42][CH2:43][CH2:44][CH:45]([O:49][CH2:50][CH3:51])[O:46][CH2:47][CH3:48].C(N(CC)C(C)C)(C)C>O1CCCC1>[CH2:1]([O:8][C:9]([NH:11][C@H:12]([C:17]([NH:42][CH2:43][CH2:44][CH:45]([O:49][CH2:50][CH3:51])[O:46][CH2:47][CH3:48])=[O:19])[CH2:13][C:14]([O:16][CH2:31][C:21]1[CH:29]=[CH:25][CH:24]=[CH:23][CH:22]=1)=[O:15])=[O:10])[C:2]1[CH:3]=[CH:4][CH:5]=[CH:6][CH:7]=1 |f:2.3|. Procedure: By using an analogous procedure to that described for Reference Example 13, benzyloxycarbonyl-L-aspartic acid [1-benzyl ester (2 g, 5.6 mmol), hydroxybenzotriazole (756 mg, 5.6 mmol), 1-(3-dimethylaminopropyl)-3-ethylcarbodiimide hydrochloride (1.07 g, 5.6 mmol), 1-amino-3,3-diethoxypropane (784 mg, 5.3 mmol) and N,N-diisopropylethylamine (0.986 mL, 5.6 mmol) were reacted in anhydrous tetrahydrofuran (30 ml) at room temperature for 16 hours, to provide benzyl (3S)-3-{[(benzyloxy)carbonyl]amino}-... Starting materials: C([O-])([O-])=O.[Na+].[Na+] (sodium carbonate), ClC=1N=CC2=C(N(CC(C(N2C)=O)(F)F)CC2=CC=C(C=C2)OC)N1 (2-chloro-7,7-difluoro-9-(4-methoxy-benzyl)-5-methyl-5,7,8,9-tetrahydro-pyrimido[4,5-b][1,4]diazepin-6-one), NC1=C(C=C(C(=O)NC2CCN(CC2)C)C=C1)OC (4-amino-3-methoxy-N-(1-methyl-piperidin-4-yl)-benzamide), O.C1(=CC=C(C=C1)S(=O)(=O)O)C (p-toluenesulfonic acid monohydrate). Run in ClCCl (dichloromethane), C(C)(C)O (isopropanol). Yields the product FC1(C(N(C2=C(N(C1)CC1=CC=C(C=C1)OC)N=C(N=C2)NC2=C(C=C(C(=O)NC1CCN(CC1)C)C=C2)OC)C)=O)F (4-[7,7-difluoro-9-(4-methoxy-benzyl)-5-methyl-6-oxo-6,7,8,9-tetrahydro-5H-pyrimido[4,5-b][1,4]diazepin-2-ylamino]-3-methoxy-N-(1-methyl-piperidin-4-yl)-benzamide). The yield is 99.2%. As a reaction SMILES: Cl[C:2]1[N:3]=[CH:4][C:5]2[N:11]([CH3:12])[C:10](=[O:13])[C:9]([F:15])([F:14])[CH2:8][N:7]([CH2:16][C:17]3[CH:22]=[CH:21][C:20]([O:23][CH3:24])=[CH:19][CH:18]=3)[C:6]=2[N:25]=1.[NH2:26][C:27]1[CH:42]=[CH:41][C:30]([C:31]([NH:33][CH:34]2[CH2:39][CH2:38][N:37]([CH3:40])[CH2:36][CH2:35]2)=[O:32])=[CH:29][C:28]=1[O:43][CH3:44].O.C1(C)C=CC(S(O)(=O)=O)=CC=1.C(=O)([O-])[O-].[Na+].[Na+]>ClCCl.C(O)(C)C>[F:14][C:9]1([F:15])[CH2:8][N:7]([CH2:16][C:17]2[CH:22]=[CH:21][C:20]([O:23][CH3:24])=[CH:19][CH:18]=2)[C:6]2[N:25]=[C:2]([NH:26][C:27]3[CH:42]=[CH:41][C:30]([C:31]([NH:33][CH:34]4[CH2:35][CH2:36][N:37]([CH3:40])[CH2:38][CH2:39]4)=[O:32])=[CH:29][C:28]=3[O:43][CH3:44])[N:3]=[CH:4][C:5]=2[N:11]([CH3:12])[C:10]1=[O:13] |f:2.3,4.5.6|. Procedure details: A mixture of 0.11 g (0.30 mmole) of 2-chloro-7,7-difluoro-9-(4-methoxy-benzyl)-5-methyl-5,7,8,9-tetrahydro-pyrimido[4,5-b][1,4]diazepin-6-one (VII-291), 0.088 g (0.22 mmole) of 4-amino-3-methoxy-N-(1-methyl-piperidin-4-yl)-benzamide, 0.062 g (0.33 mmole) of p-toluenesulfonic acid monohydrate and 4 mL of isopropanol was heated in pressure tube at 140 degrees overnight. After cooling, dichloromethane and saturated sodium carbonate were added. The mixture was extracted with dichloromethane twice. T...